Dataset: the Open Reaction Database (ORD), a public repository of structured organic reaction records. Task: describe an organic reaction: reactants, conditions, products, and yield Reaction SMILES: [CH2:2]([CH2:3][CH3:4])[N:5]1[CH2:6][CH2:7][N:8]([c:11]2[cH:12][cH:13][c:14]([C:17](=[O:18])[NH:19][C:20]3([C:26](=[O:27])[OH:28])[CH2:21][CH2:22][CH2:23][CH2:24][CH2:25]3)[cH:15][cH:16]2)[CH2:9][CH2:10]1.[CH3:29][C:30]([O:31][C:32](=[O:33])[CH3:34])=[O:35].[ClH:1]>>[CH2:2]([CH2:3][CH3:4])[N:5]1[CH2:6][CH2:7][N:8]([c:11]2[cH:12][cH:13][c:14]([C:17]3=[N:19][C:20]4([CH2:21][CH2:22][CH2:23][CH2:24][CH2:25]4)[C:26](=[O:27])[O:28]3)[cH:15][cH:16]2)[CH2:9][CH2:10]1.[ClH:1]. The reactants are CCCN1CCN(c2ccc(C(=O)NC3(C(=O)O)CCCCC3)cc2)CC1, CC(=O)OC(C)=O, Cl. Product: CCCN1CCN(c2ccc(C3=NC4(CCCCC4)C(=O)O3)cc2)CC1, Cl. Yields the product CN(CCC1CCN(C(=O)c2ccccc2)CC1)Cc1ccccc1. Reactants: O=C(c1ccccc1)N1CCC(CCCl)CC1, CNCc1ccccc1. As a reaction SMILES: [C:1]([c:2]1[cH:3][cH:4][cH:5][cH:6][cH:7]1)(=[O:8])[N:9]1[CH2:10][CH2:11][CH:12]([CH2:15][CH2:16][Cl:17])[CH2:13][CH2:14]1.[CH3:18][NH:19][CH2:20][c:21]1[cH:22][cH:23][cH:24][cH:25][cH:26]1>>[C:1]([c:2]1[cH:3][cH:4][cH:5][cH:6][cH:7]1)(=[O:8])[N:9]1[CH2:10][CH2:11][CH:12]([CH2:15][CH2:16][N:19]([CH3:18])[CH2:20][c:21]2[cH:22][cH:23][cH:24][cH:25][cH:26]2)[CH2:13][CH2:14]1. Reactants: C1(CCCCC1)COC(=O)N[C@@H](CC1=CC=C(C=C1)O)C(=O)O (N-(cyclohexylmethoxycarbonyl)-tyrosine), Cl (hydrochloric acid). The solvent is O1CCCC1 (tetrahydrofuran), O1CCCC1 (tetrahydrofuran), C1(=CC=CC=C1)C (toluene), sodium dihydrobis-(2-methoxyethoxy)-aluminate. Product: C1(CCCCC1)COC(=O)N[C@@H](CC1=CC=C(C=C1)O)CO (N-(cyclohexylmethoxycarbonyl)-tyrosinol). The yield is 42.9%. Reaction SMILES: [CH:1]1([CH2:7][O:8][C:9]([NH:11][C@H:12]([C:21](O)=[O:22])[CH2:13][C:14]2[CH:19]=[CH:18][C:17]([OH:20])=[CH:16][CH:15]=2)=[O:10])[CH2:6][CH2:5][CH2:4][CH2:3][CH2:2]1.Cl>O1CCCC1.C1(C)C=CC=CC=1>[CH:1]1([CH2:7][O:8][C:9]([NH:11][C@H:12]([CH2:21][OH:22])[CH2:13][C:14]2[CH:19]=[CH:18][C:17]([OH:20])=[CH:16][CH:15]=2)=[O:10])[CH2:6][CH2:5][CH2:4][CH2:3][CH2:2]1. Reported procedure: In 20 ml of tetrahydrofuran was dissolved 10 ml of a 65% toluene solution of sodium dihydrobis-(2-methoxyethoxy)-aluminate. To the solution was added dropwise 20 ml of tetrahydrofuran solution and 1.0 g of N-(cyclohexylmethoxycarbonyl)-tyrosine while stirring and cooling with ice. The mixture was stirred at room temperature for two hours. After addition of 5% hydrochloric acid, the mixture was extracted with ethyl acetate. The extract was washed with water, dried and concentrated. The residue wa...